describe an organic reaction: reactants, conditions, products, and yield From a dataset of the Open Reaction Database (ORD), a public repository of structured organic reaction records. Reactants: COc1ccc(-c2csc(NCCc3ccc(C#N)cc3)n2)cc1, CCOC(C)=O, CN(C)C=O, [H-], CCCCI, [Na+]. Product: CCCCN(CCc1ccc(C#N)cc1)c1nc(-c2ccc(OC)cc2)cs1. Reaction SMILES: [CH3:1][O:2][c:3]1[cH:4][cH:5][c:6](-[c:9]2[n:10][c:11]([NH:14][CH2:15][CH2:16][c:17]3[cH:18][cH:19][c:20]([C:21]#[N:22])[cH:23][cH:24]3)[s:12][cH:13]2)[cH:7][cH:8]1.[CH3:32][CH2:33][O:34][C:35](=[O:36])[CH3:37].[CH3:38][N:39]([CH3:40])[CH:41]=[O:42].[H-:25].[I:27][CH2:28][CH2:29][CH2:30][CH3:31].[Na+:26]>>[CH3:1][O:2][c:3]1[cH:4][cH:5][c:6](-[c:9]2[n:10][c:11]([N:14]([CH2:15][CH2:16][c:17]3[cH:18][cH:19][c:20]([C:21]#[N:22])[cH:23][cH:24]3)[CH2:28][CH2:29][CH2:30][CH3:31])[s:12][cH:13]2)[cH:7][cH:8]1. Starting materials: BrC=1C=C(N)C=CC1 (m-bromoaniline), C(CC(C)C)ON=O (isoamylnitrite), [Si](C)(C)(C(C)(C)C)OCC=1OC=CC1 (2-(t-butyldimethylsilyloxymethyl)furan). Solvent: CCOCC (ether). Conditions: temperature 50 celsius. The product is BrC=1C=C(C=CC1)C=1OC(=CC1)CO[Si](C)(C)C(C)(C)C (2-(3'-bromophenyl)-5-(t-butyldimethylsilyloxymethyl)furan). Yield: 26.0%. As a reaction SMILES: [Br:1][C:2]1[CH:3]=[C:4]([CH:6]=[CH:7][CH:8]=1)N.C(ON=O)CC(C)C.[Si:17]([O:24][CH2:25][C:26]1[O:27][CH:28]=[CH:29][CH:30]=1)([C:20]([CH3:23])([CH3:22])[CH3:21])([CH3:19])[CH3:18]>CCOCC>[Br:1][C:2]1[CH:3]=[C:4]([C:28]2[O:27][C:26]([CH2:25][O:24][Si:17]([C:20]([CH3:23])([CH3:22])[CH3:21])([CH3:18])[CH3:19])=[CH:30][CH:29]=2)[CH:6]=[CH:7][CH:8]=1. Procedure details: To a stirred solution of m-bromoaniline (6.88 g; 0.04M) in 42.2 g (0.2M) of 2-(t-butyldimethylsilyloxymethyl)furan at 0° was added isoamylnitrite (10.75 mL: 0.08M) dropwise over a period of 0.5 hr. The resulting mixture was then heated 16 hours at 50° C. The reaction mixture was cooled and diluted with 150 mL of ether and washed with 2×100 mL of ice cold water. The organic phase was dried over anhydrous magnesium sulfate, and the residue was distilled after filtering through 50 G of silica gel b... Starting materials: CC12CCC3(CC1CCC1C2CCC2(C)C(N)C(O)CC12)OCCO3, Cl. Yields the product Cl, CC12CCC(=O)CC1CCC1C2CCC2(C)C(N)C(O)CC12. Reaction SMILES: [CH2:1]1[O:2][C:4]2([O:3][CH2:25]1)[CH2:5][CH:6]1[CH2:7][CH2:8][CH:9]3[CH:10]4[CH2:11][CH:12]([OH:24])[CH:13]([NH2:23])[C:14]4([CH3:15])[CH2:16][CH2:17][CH:18]3[C:19]1([CH3:22])[CH2:20][CH2:21]2.[ClH:26]>>[ClH:26].[O:3]=[C:4]1[CH2:5][CH:6]2[CH2:7][CH2:8][CH:9]3[CH:10]4[CH2:11][CH:12]([OH:24])[CH:13]([NH2:23])[C:14]4([CH3:15])[CH2:16][CH2:17][CH:18]3[C:19]2([CH3:22])[CH2:20][CH2:21]1. Starting materials: COC(=O)C=1N(S(C2=C(C1O)C=CC1=CC=CC=C12)(=O)=O)C (4-hydroxy-2-methyl-2H-naphtho[2,1-e]-1,2-thiazine-3-carboxylic acid methylester-1,1-dioxide), NC=1SC=NN1 (2-amino-1,3,4-thiadiazole). Solvent: C(CCl)Cl.C(C)(=O)OCC (ethylene chloride ethyl acetate). Product: OC1=C(N(S(C2=C1C=CC1=CC=CC=C12)(=O)=O)C)C(=O)NC=1SC=NN1 (4-Hydroxy-2-methyl-N-(1,3,4-thiadiazolyl)-2H-naphtho[2,1-e]-1,2-thiazine-3-carboxamide-1,1-dioxide). Isolated yield 41.0%. As a reaction SMILES: C[O:2][C:3]([C:5]1[N:6]([CH3:22])[S:7](=[O:21])(=[O:20])[C:8]2[C:19]3[C:14](=[CH:15][CH:16]=[CH:17][CH:18]=3)[CH:13]=[CH:12][C:9]=2[C:10]=1[OH:11])=O.[NH2:23][C:24]1[S:25][CH:26]=[N:27][N:28]=1>C(Cl)CCl.C(OCC)(=O)C>[OH:11][C:10]1[C:9]2[CH:12]=[CH:13][C:14]3[C:19]([C:8]=2[S:7](=[O:21])(=[O:20])[N:6]([CH3:22])[C:5]=1[C:3]([NH:23][C:24]1[S:25][CH:26]=[N:27][N:28]=1)=[O:2])=[CH:18][CH:17]=[CH:16][CH:15]=3 |f:2.3|. Procedure details: 4-Hydroxy-2-methyl-N-(1,3,4-thiadiazolyl)-2H-naphtho[2,1-e]-1,2-thiazine-3-carboxamide-1,1-dioxide was prepared analogous to Example 1 from 4-hydroxy-2-methyl-2H-naphtho[2,1-e]-1,2-thiazine-3-carboxylic acid methylester-1,1-dioxide and 2-amino-1,3,4-thiadiazole. Yield: 41% of theory; m.p.217°-219° C (decomp.; from ethylene chloride/ethyl acetate). Reactants: C[Al](C)C, COc1ccc(C(C)(Cl)C(F)(F)F)cc1, Cl. Product: COc1ccc(C(C)(C)C(F)(F)F)cc1. As a reaction SMILES: [CH3:16][Al:17]([CH3:18])[CH3:19].[Cl:1][C:2]([C:3]([F:4])([F:5])[F:6])([CH3:7])[c:8]1[cH:9][cH:10][c:11]([O:14][CH3:15])[cH:12][cH:13]1.[ClH:20]>>[C:2]([C:3]([F:4])([F:5])[F:6])([CH3:7])([c:8]1[cH:9][cH:10][c:11]([O:14][CH3:15])[cH:12][cH:13]1)[CH3:16].